From a dataset of the Open Reaction Database (ORD), a public repository of structured organic reaction records. describe an organic reaction: reactants, conditions, products, and yield Starting materials: S(=O)(Cl)Cl (Thionyl chloride), BrC=1C=CC=C2C(C=CNC12)=O (8-bromoquinolin-4(1H)-one). Product: BrC=1C=CC=C2C(=CC=NC12)Cl (8-bromo-4-chloroquinoline). RXN SMILES: S(Cl)([Cl:3])=O.[Br:5][C:6]1[CH:7]=[CH:8][CH:9]=[C:10]2[C:15]=1[NH:14][CH:13]=[CH:12][C:11]2=O>>[Br:5][C:6]1[CH:7]=[CH:8][CH:9]=[C:10]2[C:15]=1[N:14]=[CH:13][CH:12]=[C:11]2[Cl:3]. Procedure: A suspension of 2-bromoaniline (20.9 g) and 5-(methoxymethylene)-2,2-dimethyl-1,3-dioxane-4,6-dione (22.6 g) in 2-propanol (240 ml) was heated to reflux for 1 hour. The reaction solution was cooled to 0° C., and the deposit was then filtrated to obtain a pale yellow solid (35.0 g). A suspension of the obtained pale yellow solid (10.0 g) in Dowtherm (100 ml) was heated at 210° C. for 1 hour. After cooling, hexane (100 ml) was added to the reaction solution, and the deposit was filtrated to obtain...